Task: describe an organic reaction: reactants, conditions, products, and yield. Dataset: the Open Reaction Database (ORD), a public repository of structured organic reaction records The reactants are COc1ncc(Br)cc1C(=O)O, NC1CCCCC1. Reagents/catalysts: C1CCC(CC1)N=C=NC2CCCCC2 (DCC), CN1CCOCC1 (NMM), C1=CC=C2C(=C1)C(=O)N(C2=O)O (N-Hydroxyphthalimide). Run in CN(C)C=O (DMF), CN(C)C=O (DMF), CN(C)C=O (DMF), CN(C)C=O (DMF), CN(C)C=O (DMF), CN(C)C=O (DMF). Conditions: temperature 25 celsius, time 2 hour. The product is COc1ncc(Br)cc1C(=O)NC1CCCCC1. Yield: 10.3%. As a reaction SMILES: NC1CCCCC1.COc1ncc(Br)cc1C(=O)O.C1CCC(CC1)N=C=NC2CCCCC2.C1=CC=C2C(=C1)C(=O)N(C2=O)O.CN1CCOCC1.CN(C)C=O>>COc1ncc(Br)cc1C(=O)NC1CCCCC1. Reactants: NC1=C(C=CC=C1C)C(=O)C1=CC=C(C=C1)C(F)(F)F ((2-amino-3-methylphenyl) [4-(trifluoromethyl)phenyl]methanone), OO (hydrogen peroxide), ice water. Run in C(C)(=O)O (acetic acid). Conditions: temperature 70 celsius, time 8 hour. The product is CC1=CC=CC2=C(ON=C21)C2=CC=C(C=C2)C(F)(F)F (7-Methyl-3-[4-(trifluoromethyl)phenyl]-2,1-benzisoxazole). The yield is 13.0%. Reaction SMILES: OO.[NH2:3][C:4]1[C:9]([CH3:10])=[CH:8][CH:7]=[CH:6][C:5]=1[C:11]([C:13]1[CH:18]=[CH:17][C:16]([C:19]([F:22])([F:21])[F:20])=[CH:15][CH:14]=1)=[O:12]>C(O)(=O)C>[CH3:10][C:9]1[C:4]2[C:5](=[C:11]([C:13]3[CH:18]=[CH:17][C:16]([C:19]([F:20])([F:21])[F:22])=[CH:15][CH:14]=3)[O:12][N:3]=2)[CH:6]=[CH:7][CH:8]=1. Procedure: A solution of 150 ml of 30% hydrogen peroxide and 300 ml of glacial acetic acid was heated on a steam bath for 1 hr and then cooled. The solution was treated with 26.3 g (0.094 mole) of (2-amino-3-methylphenyl) [4-(trifluoromethyl)phenyl]methanone and the mixture was heated at 70° C. for 7 hr and let stand at ambient temperature overnight. The mixture was poured into 2 liters of ice water and the solid was collected by filtration, washed with water and recrystallized from 2-propanol to yield 3.4...